This data is from the Open Reaction Database (ORD), a public repository of structured organic reaction records. The task is: describe an organic reaction: reactants, conditions, products, and yield The reactants are BrCC1=C(C(N=C(N1)C=1SC=CN1)C1=C(C=C(C=C1)Cl)Cl)C(=O)OCC (Ethyl 6-(bromomethyl)-4-(2,4-dichlorophenyl)-2-(thiazol-2-yl)-1,4-dihydropyrimidine-5-carboxylate), Cl.N1C(COCC1)CCC(=O)O (3-(morpholin-3-yl)propanoic acid hydrochloride). Yields the product ClC1=C(C=CC(=C1)Cl)C1C(=C(NC(=N1)C=1SC=CN1)CN1C(COCC1)CCC(=O)O)C(=O)OCC (3-(4-((6-(2,4-dichlorophenyl)-5-(ethoxycarbonyl)-2-(thiazol-2-yl)-3,6-dihydropyrimidin-4-yl)methyl)morpholin-3-yl)propanoic acid). Isolated yield 55.1%. Reaction SMILES: Br[CH2:2][C:3]1[NH:8][C:7]([C:9]2[S:10][CH:11]=[CH:12][N:13]=2)=[N:6][CH:5]([C:14]2[CH:19]=[CH:18][C:17]([Cl:20])=[CH:16][C:15]=2[Cl:21])[C:4]=1[C:22]([O:24][CH2:25][CH3:26])=[O:23].Cl.[NH:28]1[CH2:33][CH2:32][O:31][CH2:30][CH:29]1[CH2:34][CH2:35][C:36]([OH:38])=[O:37]>>[Cl:21][C:15]1[CH:16]=[C:17]([Cl:20])[CH:18]=[CH:19][C:14]=1[CH:5]1[N:6]=[C:7]([C:9]2[S:10][CH:11]=[CH:12][N:13]=2)[NH:8][C:3]([CH2:2][N:28]2[CH2:33][CH2:32][O:31][CH2:30][CH:29]2[CH2:34][CH2:35][C:36]([OH:38])=[O:37])=[C:4]1[C:22]([O:24][CH2:25][CH3:26])=[O:23] |f:1.2|. Procedure: Ethyl 6-(bromomethyl)-4-(2,4-dichlorophenyl)-2-(thiazol-2-yl)-1,4-dihydropyrimidine-5-carboxylate (0.95 g, 2 mmol) was reacted with 3-(morpholin-3-yl)propanoic acid hydrochloride (0.39 g, 2 mmol) according to the procedure as described in Example 1, Step C to give the title compound as a yellow solid (0.61 g, 55%). The compound was characterized by the following spectroscopic data: The reactants are OCC1=NN=C(N1C=1SC(=CC1C(C1=C(C=CC=C1)Cl)=O)CC)C (3-hydroxymethyl-4-(3 -o-chlorobenzoyl-5-ethyl-2-thienyl)-5-methyl-4H-1,2,4-triazole), S(=O)(=O)(C1=CC=C(C)C=C1)Cl (tosyl chloride). Run in N1=CC=CC=C1 (pyridine). Reaction conditions: time 8 hour. Yields the product S(=O)(=O)(C1=CC=C(C)C=C1)OCC1=NN=C(N1C=1SC(=CC1C(C1=C(C=CC=C1)Cl)=O)CC)C (3-tosyloxymethyl-4-(3-o-chlorobenzoyl-5-ethyl-2-thienyl)-5-methyl-4H-1,2,4-triazole). Reaction SMILES: [OH:1][CH2:2][C:3]1[N:7]([C:8]2[S:9][C:10]([CH2:22][CH3:23])=[CH:11][C:12]=2[C:13](=[O:21])[C:14]2[CH:19]=[CH:18][CH:17]=[CH:16][C:15]=2[Cl:20])[C:6]([CH3:24])=[N:5][N:4]=1.[S:25](Cl)([C:28]1[CH:34]=[CH:33][C:31]([CH3:32])=[CH:30][CH:29]=1)(=[O:27])=[O:26]>N1C=CC=CC=1>[S:25]([O:1][CH2:2][C:3]1[N:7]([C:8]2[S:9][C:10]([CH2:22][CH3:23])=[CH:11][C:12]=2[C:13](=[O:21])[C:14]2[CH:19]=[CH:18][CH:17]=[CH:16][C:15]=2[Cl:20])[C:6]([CH3:24])=[N:5][N:4]=1)([C:28]1[CH:34]=[CH:33][C:31]([CH3:32])=[CH:30][CH:29]=1)(=[O:27])=[O:26]. Procedure: To a solution of 4.5 g of 3-hydroxymethyl-4-(3 -o-chlorobenzoyl-5-ethyl-2-thienyl)-5-methyl-4H-1,2,4-triazole in 50 ml of pyridine is added 2.5 g of tosyl chloride, and the mixture is allowed to stand at room temperature overnight. The solvent is distilled off, and the residue to which water is added is made alkaline with sodium bicarbonate and extracted with ethyl acetate. The ethyl acetate layer is dried over anhydrous sodium sulfate and the solvent is distilled off to give 3-tosyloxymethyl-4-...